From a dataset of the Open Reaction Database (ORD), a public repository of structured organic reaction records. describe an organic reaction: reactants, conditions, products, and yield Starting materials: Cc1ccccc1, O=P12OP3(=O)OP(=O)(O1)OP(=O)(O2)O3, O=C(O)CCSc1ccoc1. Yields the product O=C1CCSc2ccoc21. RXN SMILES: [CH3:26][c:27]1[cH:28][cH:29][cH:30][cH:31][cH:32]1.[O:12]=[P:13]12[O:14][P:15]3(=[O:25])[O:16][P:17](=[O:23])([O:18][P:19](=[O:22])([O:20]3)[O:21]1)[O:24]2.[o:1]1[cH:2][c:3]([S:6][CH2:7][CH2:8][C:9](=[O:10])[OH:11])[cH:4][cH:5]1>>[o:1]1[c:2]2[c:3]([cH:4][cH:5]1)[S:6][CH2:7][CH2:8][C:9]2=[O:11]. Reaction conditions: time 1 hour. Run in C1CCOC1 (THF), C1CCOC1 (THF). Reaction SMILES: [H-].[H-].[H-].[H-].[Li+].[Al+3].C([O:9][C:10](=O)[CH2:11][C:12]1[C:16]2[CH:17]=[CH:18][CH:19]=[C:20]([O:21][CH3:22])[C:15]=2[O:14][CH:13]=1)C>C1COCC1>[CH3:22][O:21][C:20]1[C:15]2[O:14][CH:13]=[C:12]([CH2:11][CH2:10][OH:9])[C:16]=2[CH:17]=[CH:18][CH:19]=1 |f:0.1.2.3.4.5|. The reactants are [H-].[H-].[H-].[H-].[Li+].[Al+3] (LiAlH4), C(C)OC(CC1=COC2=C1C=CC=C2OC)=O (ethyl(7-methoxy-1-benzofuran-3-yl)acetate). Product: COC1=CC=CC=2C(=COC21)CCO (2-(7-methoxy-1-benzofuran-3-yl)ethanol). Procedure: To a stirred suspension of LiAlH4 (200 mg, excess) in THF at 0° C., ethyl(7-methoxy-1-benzofuran-3-yl)acetate (1.17 g, 5 mmol) in THF (20 mL) was added slowly. After the addition, the reaction mixture was stirred at room temperature for 1 hr and quenched with saturated NH4Cl solution. The product was extracted with chloroform and washed well with water. It was dried over anhydrous MgSO4, filtered and concentrated. The product, 2-(7-methoxy-1-benzofuran-3-yl)ethanol, was obtained as a white oil a... Reactants: CC(=O)OCC(C)n1ccc2c(NC(=O)CC3CCCCCC3)c(C)ccc2c1=O, O=C([O-])[O-], CO, [K+], [K+], O. The product is Cc1ccc2c(=O)n(C(C)CO)ccc2c1NC(=O)CC1CCCCCC1. RXN SMILES: [C:1](=[O:2])([CH3:3])[O:4][CH2:5][CH:6]([CH3:7])[n:8]1[c:9](=[O:30])[c:10]2[cH:11][cH:12][c:13]([CH3:29])[c:14]([NH:18][C:19]([CH2:20][CH:21]3[CH2:22][CH2:23][CH2:24][CH2:25][CH2:26][CH2:27]3)=[O:28])[c:15]2[cH:16][cH:17]1.[C:31](=[O:32])([O-:33])[O-:34].[CH3:37][OH:38].[K+:35].[K+:36].[OH2:39]>>[OH:4][CH2:5][CH:6]([CH3:7])[n:8]1[c:9](=[O:30])[c:10]2[cH:11][cH:12][c:13]([CH3:29])[c:14]([NH:18][C:19]([CH2:20][CH:21]3[CH2:22][CH2:23][CH2:24][CH2:25][CH2:26][CH2:27]3)=[O:28])[c:15]2[cH:16][cH:17]1. The reactants are Brc1cccnc1OC1CN(c2ccc3ccccc3n2)C1, CC(C)(C)[O-], Cc1ccccc1, N#CC1CCNCC1, [Na+], O=C(C=Cc1ccccc1)C=Cc1ccccc1, O=C(C=Cc1ccccc1)C=Cc1ccccc1, O=C(C=Cc1ccccc1)C=Cc1ccccc1, [Pd], [Pd], c1ccc(P(c2ccccc2)c2ccc3ccccc3c2-c2c(P(c3ccccc3)c3ccccc3)ccc3ccccc23)cc1. The product is N#CC1CCN(c2cccnc2OC2CN(c3ccc4ccccc4n3)C2)CC1. Reaction SMILES: [Br:1][c:2]1[c:3]([O:8][CH:9]2[CH2:10][N:11]([c:13]3[n:14][c:15]4[cH:16][cH:17][cH:18][cH:19][c:20]4[cH:21][cH:22]3)[CH2:12]2)[n:4][cH:5][cH:6][cH:7]1.[CH3:77][C:78]([CH3:79])([O-:80])[CH3:81].[CH3:83][c:84]1[cH:85][cH:86][cH:87][cH:88][cH:89]1.[NH:23]1[CH2:24][CH2:25][CH:26]([C:29]#[N:30])[CH2:27][CH2:28]1.[Na+:82].[O:110]=[C:111]([CH:112]=[CH:113][c:114]1[cH:115][cH:116][cH:117][cH:118][cH:119]1)[CH:120]=[CH:121][c:122]1[cH:123][cH:124][cH:125][cH:126][cH:127]1.[O:128]=[C:129]([CH:130]=[CH:131][c:132]1[cH:133][cH:134][cH:135][cH:136][cH:137]1)[CH:138]=[CH:139][c:140]1[cH:141][cH:142][cH:143][cH:144][cH:145]1.[O:92]=[C:93]([CH:94]=[CH:95][c:96]1[cH:97][cH:98][cH:99][cH:100][cH:101]1)[CH:102]=[CH:103][c:104]1[cH:105][cH:106][cH:107][cH:108][cH:109]1.[Pd:90].[Pd:91].[c:31]1([P:32]([c:33]2[cH:34][cH:35][cH:36][cH:37][cH:38]2)[c:39]2[cH:40][cH:41][c:42]3[c:43]([cH:44][cH:45][cH:46][cH:47]3)[c:48]2-[c:49]2[c:50]3[c:51]([cH:52][cH:53][cH:54][cH:55]3)[cH:56][cH:57][c:58]2[P:59]([c:60]2[cH:61][cH:62][cH:63][cH:64][cH:65]2)[c:66]2[cH:67][cH:68][cH:69][cH:70][cH:71]2)[cH:72][cH:73][cH:74][cH:75][cH:76]1>>[c:2]1([N:23]2[CH2:24][CH2:25][CH:26]([C:29]#[N:30])[CH2:27][CH2:28]2)[c:3]([O:8][CH:9]2[CH2:10][N:11]([c:13]3[n:14][c:15]4[cH:16][cH:17][cH:18][cH:19][c:20]4[cH:21][cH:22]3)[CH2:12]2)[n:4][cH:5][cH:6][cH:7]1. The reactants are MS(Cl), CNCCNC (N,N'-dimethylethylenediamine), C[O-].[Na+] (sodium methylate), C(C)(C)(C)OC(=O)ON=C(C#N)C1=CC=CC=C1 (BOC-ON). Solvent: CCOCC (ether). Conditions: temperature 0 celsius, time 16 hour. Yields the product C(C)(C)(C)OC(=O)N(CCNC)C (N-(tert-butoxycarbonyl)-N,N'-dimethyl-ethylenediamine). RXN SMILES: [CH3:1][NH:2][CH2:3][CH2:4][NH:5][CH3:6].[C:7]([O:11][C:12]([O:14]N=C(C1C=CC=CC=1)C#N)=O)([CH3:10])([CH3:9])[CH3:8].C[O-].[Na+]>CCOCC>[C:7]([O:11][C:12]([N:2]([CH3:1])[CH2:3][CH2:4][NH:5][CH3:6])=[O:14])([CH3:8])([CH3:9])[CH3:10] |f:2.3|. Procedure details: 8.8 g of N,N'-dimethylethylenediamine were dissolved in 50 ml of ether and the solution was cooled to 0° C. 18.5 g of BOC-ON [2-(tert-butoxycarbonyloxyimino)-2-phenylacetonitrile] were slowly added dropwise and the mixture was stirred at RT for 16 hours. 6 g of sodium methylate were added and stirring was continued at RT for 18 hours. The substance which had precipitated out was filtered off with suction and washed with ether. The combined ether solution was concentrated in vacuo and the residue... The reactants are NC(=O)C1=CC=C(O1)S(=O)(=O)N1C=C(C(=C1C=1C(=NC=CC1)F)F)CN(C(OC(C)(C)C)=O)C (tert-butyl {[1-{[5-(aminocarbonyl)-2-furyl]sulfonyl}-4-fluoro-5-(2-fluoropyridin-3-yl)-1H-pyrrol-3-yl]methyl}methylcarbamate), N1=CC=CC=C1 (pyridine), FC(C(=O)OC(C(F)(F)F)=O)(F)F (trifluoroacetic anhydride). Solvent: O1CCCC1 (tetrahydrofuran). Conditions: time 2 hour. The product is C(#N)C1=CC=C(O1)S(=O)(=O)N1C=C(C(=C1C=1C(=NC=CC1)F)F)CN(C(OC(C)(C)C)=O)C (tert-butyl {[1-[(5-cyano-2-furyl)sulfonyl]-4-fluoro-5-(2-fluoropyridin-3-yl)-1H-pyrrol-3-yl]methyl}methylcarbamate). Yield: 93.9%. RXN SMILES: [NH2:1][C:2]([C:4]1[O:8][C:7]([S:9]([N:12]2[C:16]([C:17]3[C:18]([F:23])=[N:19][CH:20]=[CH:21][CH:22]=3)=[C:15]([F:24])[C:14]([CH2:25][N:26]([CH3:34])[C:27](=[O:33])[O:28][C:29]([CH3:32])([CH3:31])[CH3:30])=[CH:13]2)(=[O:11])=[O:10])=[CH:6][CH:5]=1)=O.N1C=CC=CC=1.FC(F)(F)C(OC(=O)C(F)(F)F)=O>O1CCCC1>[C:2]([C:4]1[O:8][C:7]([S:9]([N:12]2[C:16]([C:17]3[C:18]([F:23])=[N:19][CH:20]=[CH:21][CH:22]=3)=[C:15]([F:24])[C:14]([CH2:25][N:26]([CH3:34])[C:27](=[O:33])[O:28][C:29]([CH3:30])([CH3:31])[CH3:32])=[CH:13]2)(=[O:11])=[O:10])=[CH:6][CH:5]=1)#[N:1]. Procedure details: To a solution of tert-butyl {[1-{[5-(aminocarbonyl)-2-furyl]sulfonyl}-4-fluoro-5-(2-fluoropyridin-3-yl)-1H-pyrrol-3-yl]methyl}methylcarbamate (285 mg) in tetrahydrofuran (2.5 mL) were added pyridine (181 mg) and trifluoroacetic anhydride (211 mg) under ice-cooling, and the mixture was stirred for 2 hr. The reaction mixture was concentrated under reduced pressure, and the residue was purified by silica-gel column chromatography (eluent: hexane-ethyl acetate=6:1→3:2) to give the title compound as ...